From a dataset of the Open Reaction Database (ORD), a public repository of structured organic reaction records. describe an organic reaction: reactants, conditions, products, and yield Reaction conditions: temperature 65 celsius. The reactants are NC1=CC=C(C=C1)C1=CC(=C(C=C1)C(=O)OC)Cl (methyl 4′-amino-3-chlorobiphenyl-4-carboxylate), ClC=1SC2=C(N1)C=CC(=C2)F (2-chloro-6-fluoro-1,3-benzothiazole), Cl (HCl), O1CCOCC1 (1,4-dioxane). Procedure: A mixture of methyl 4′-amino-3-chlorobiphenyl-4-carboxylate (0.45 g, 1.7 mmol) and 2-chloro-6-fluoro-1,3-benzothiazole (0.32 g, 1.7 mmol) in n-butanol (8 mL) was heated to 60-70° C., and then 4N HCl in 1,4-dioxane (0.19 mL, 0.77 mmol) was added dropwise with stirring. The reaction mixture was heated at 90° C. for 18 h. Upon cooling to rt, the reaction mixture was concentrated under reduced pressure. The residue was triturated with ethanol, and the solid was collected by filtration. This yielded ... RXN SMILES: [NH2:1][C:2]1[CH:7]=[CH:6][C:5]([C:8]2[CH:13]=[CH:12][C:11]([C:14]([O:16][CH3:17])=[O:15])=[C:10]([Cl:18])[CH:9]=2)=[CH:4][CH:3]=1.Cl[C:20]1[S:21][C:22]2[CH:28]=[C:27]([F:29])[CH:26]=[CH:25][C:23]=2[N:24]=1.Cl.O1CCOCC1>C(O)CCC>[F:29][C:27]1[CH:26]=[CH:25][C:23]2[N:24]=[C:20]([NH:1][C:2]3[CH:3]=[CH:4][C:5]([C:8]4[CH:13]=[CH:12][C:11]([C:14]([O:16][CH3:17])=[O:15])=[C:10]([Cl:18])[CH:9]=4)=[CH:6][CH:7]=3)[S:21][C:22]=2[CH:28]=1. Product: FC1=CC2=C(N=C(S2)NC2=CC=C(C=C2)C2=CC(=C(C=C2)C(=O)OC)Cl)C=C1 (methyl 4′-[(6-fluoro-1,3-benzothiazol-2-yl)amino]-3-chlorobiphenyl-4-carboxylate). Solvent: C(CCC)O (n-butanol). Reactants: C1CCOC1, [Cl-], COCC(N)c1nc2cc(Cl)ccc2[nH]1, O=C(O)c1ccc(N2CCOCC2=O)c(F)c1. The product is COCC(NC(=O)c1ccc(N2CCOCC2=O)c(F)c1)c1nc2cc(Cl)ccc2[nH]1. As a reaction SMILES: [CH2:34]1[O:35][CH2:36][CH2:37][CH2:38]1.[Cl-:1].[Cl:19][c:20]1[cH:21][c:22]2[c:23]([nH:24][c:25]([CH:27]([CH2:28][O:29][CH3:30])[NH2:31])[n:26]2)[cH:32][cH:33]1.[F:2][c:3]1[cH:4][c:5]([C:6](=[O:7])[OH:8])[cH:9][cH:10][c:11]1[N:12]1[C:13](=[O:18])[CH2:14][O:15][CH2:16][CH2:17]1>>[F:2][c:3]1[cH:4][c:5]([C:6](=[O:8])[NH:31][CH:27]([c:25]2[nH:24][c:23]3[c:22]([cH:21][c:20]([Cl:19])[cH:33][cH:32]3)[n:26]2)[CH2:28][O:29][CH3:30])[cH:9][cH:10][c:11]1[N:12]1[C:13](=[O:18])[CH2:14][O:15][CH2:16][CH2:17]1.